This data is from the Open Reaction Database (ORD), a public repository of structured organic reaction records. The task is: describe an organic reaction: reactants, conditions, products, and yield Reactants: CC1=C(N=CS1)C(=O)O (5-methyl-1,3-thiazole-4-carboxylic acid), NC=1C=C(OC=2C=CC=3N(N2)C=C(N3)NC(=O)C3CC3)C=CC1C (N-[6-(3-amino-4-methylphenoxy)imidazo[1,2-b]pyridazin-2-yl]cyclopropanecarboxamide), O1CCCC1 (tetrahydrofuran), C(C(=O)Cl)(=O)Cl (oxalyl chloride). Reagents/catalysts: CN(C=O)C (N,N-dimethylformamide). Solvent: CN(C(C)=O)C (N,N-dimethylacetamide). Yields the product C1(CC1)C(=O)NC=1N=C2N(N=C(C=C2)OC=2C=CC(=C(C2)NC(=O)C=2N=CSC2C)C)C1 (N-[5-({2-[(cyclopropylcarbonyl)amino]imidazo[1,2-b]pyridazin-6-yl}oxy)-2-methylphenyl]-5-methyl-1,3-thiazole-4-carboxamide). Isolated yield 61.3%. As a reaction SMILES: [CH3:1][C:2]1[S:6][CH:5]=[N:4][C:3]=1[C:7]([OH:9])=O.O1CCCC1.C(Cl)(=O)C(Cl)=O.[NH2:21][C:22]1[CH:23]=[C:24]([CH:41]=[CH:42][C:43]=1[CH3:44])[O:25][C:26]1[CH:27]=[CH:28][C:29]2[N:30]([CH:32]=[C:33]([NH:35][C:36]([CH:38]3[CH2:40][CH2:39]3)=[O:37])[N:34]=2)[N:31]=1>CN(C)C=O.CN(C)C(=O)C>[CH:38]1([C:36]([NH:35][C:33]2[N:34]=[C:29]3[CH:28]=[CH:27][C:26]([O:25][C:24]4[CH:41]=[CH:42][C:43]([CH3:44])=[C:22]([NH:21][C:7]([C:3]5[N:4]=[CH:5][S:6][C:2]=5[CH3:1])=[O:9])[CH:23]=4)=[N:31][N:30]3[CH:32]=2)=[O:37])[CH2:39][CH2:40]1. Procedure details: In the same manner as in Example 259 and using 5-methyl-1,3-thiazole-4-carboxylic acid (74 mg, 0.52 mmol), tetrahydrofuran (5 mL), N,N-dimethylformamide (1 drop), oxalyl chloride (170 μL, 2.0 mmol), N-[6-(3-amino-4-methylphenoxy)imidazo[1,2-b]pyridazin-2-yl]cyclopropanecarboxamide (130 mg, 0.40 mmol) and N,N-dimethylacetamide (7 mL) as starting materials, the title compound (110 mg, 60%) was obtained as a white solid. Product: C(C)(C)(C)OC(=O)N1CCC(CC1)C1=CN(C2=NC=CC=C21)CC2=COC=C2 (4-(1-furan-3-ylmethyl-1H-pyrrolo[2,3-b]pyridin-3-yl)piperidine-1-carboxylic acid tert-butyl ester). Run in CN(C)C=O (DMF), C(C)OCC (ethyl ether). Reported procedure: Under nitrogen atmosphere, 1.14 g (3.76 mmol) of 4-(1H-pyrrolo[2,3-b]pyridin-3-yl)-piperidine-1-carboxylic acid tert-butyl ester were dissolved in 30 ml of anhydrous DMF and, at room temperature, carefully added to a suspension containing 0.24 g (6.05 mmol) of 60% sodium hydride. This mixture was stirred for 30 minutes and 8.2 ml (4.92 mmol) of a freshly prepared 0.6 M solution of 3-bromomethylfuran in ethyl ether were dropwise added and the reaction mixture was stirred at room temperature for 1... Reaction SMILES: [C:1]([O:5][C:6]([N:8]1[CH2:13][CH2:12][CH:11]([C:14]2[C:22]3[C:17](=[N:18][CH:19]=[CH:20][CH:21]=3)[NH:16][CH:15]=2)[CH2:10][CH2:9]1)=[O:7])([CH3:4])([CH3:3])[CH3:2].[H-].[Na+].Br[CH2:26][C:27]1[CH:31]=[CH:30][O:29][CH:28]=1>CN(C=O)C.C(OCC)C>[C:1]([O:5][C:6]([N:8]1[CH2:9][CH2:10][CH:11]([C:14]2[C:22]3[C:17](=[N:18][CH:19]=[CH:20][CH:21]=3)[N:16]([CH2:26][C:27]3[CH:31]=[CH:30][O:29][CH:28]=3)[CH:15]=2)[CH2:12][CH2:13]1)=[O:7])([CH3:4])([CH3:2])[CH3:3] |f:1.2|. Reactants: C(C)(C)(C)OC(=O)N1CCC(CC1)C1=CNC2=NC=CC=C21 (4-(1H-pyrrolo[2,3-b]pyridin-3-yl)-piperidine-1-carboxylic acid tert-butyl ester), solution, BrCC1=COC=C1 (3-bromomethylfuran), [H-].[Na+] (sodium hydride). Reaction conditions: time 30 minute.